From a dataset of the Open Reaction Database (ORD), a public repository of structured organic reaction records. describe an organic reaction: reactants, conditions, products, and yield Starting materials: C(C1=CC=CC=C1)(C1=CC=CC=C1)N1CC(C1)(C)NC=1C=C2N3[C@@H](C(NN=C3COC2=CC1)=O)C ((R)-6-(1-benzhydryl-3-methyl-azetidin-3-ylamino)-4-methyl-2,10-dihydro-9-oxa-1,2,4a-triaza-phenanthren-3-one), PdOH2, Cl (HCl). The solvent is CO (MeOH). The product is C[C@@H]1C(NN=C2COC3=CC=C(C=C3N12)NC1(CNC1)C)=O ((R)-4-methyl-6-(3-methyl-azetidin-3-ylamino)-2,10-dihydro-9-oxa-1,2,4a-triaza-phenanthren-3-one). The yield is 139.6%. RXN SMILES: C([N:14]1[CH2:17][C:16]([NH:19][C:20]2[CH:21]=[C:22]3[C:31](=[CH:32][CH:33]=2)[O:30][CH2:29][C:28]2[N:23]3[C@H:24]([CH3:35])[C:25](=[O:34])[NH:26][N:27]=2)([CH3:18])[CH2:15]1)(C1C=CC=CC=1)C1C=CC=CC=1.Cl>CO>[CH3:35][C@H:24]1[N:23]2[C:28]([CH2:29][O:30][C:31]3[C:22]2=[CH:21][C:20]([NH:19][C:16]2([CH3:18])[CH2:15][NH:14][CH2:17]2)=[CH:33][CH:32]=3)=[N:27][NH:26][C:25]1=[O:34]. Procedure: A suspension of (R)-6-(1-benzhydryl-3-methyl-azetidin-3-ylamino)-4-methyl-2,10-dihydro-9-oxa-1,2,4a-triaza-phenanthren-3-one (Example #148, Step E, 20 g, 42.8 mmol) and PdOH2/C(10%, 10 g, 71.2 mmol) in MeOH (400 mL) and HCl (2 mL) was stirred at 50° C. under H2 (50 psi) for 48 h. The reaction mixture was cooled to ambient temperature and filtered, washed with hot MeOH (3×100 mL). The combined filtrate was concentrated in vacuo to give (R)-4-methyl-6-(3-methyl-azetidin-3-ylamino)-2,10-dihydro-9-o...